Dataset: the Open Reaction Database (ORD), a public repository of structured organic reaction records. Task: describe an organic reaction: reactants, conditions, products, and yield The reactants are N1C(C2(C3=CC=CC=C13)COC=1C2=CC2=C(OCO2)C1)=O (spiro[furo[2,3-f][1,3]benzodioxole-7,3′-indol]-2′(1′H)-one), BrCC=1OC(=CC1)C(F)(F)F (2-(bromomethyl)-5-(trifluoromethyl)furan), BrC1=C2C3(C(NC2=CC=C1)=O)COC=1C3=CC3=C(OCO3)C1 (4′-bromospiro[furo[2,3-f][1,3]benzodioxole-7,3′-indol]-2′(1′H)-one), BrCC1CCCCC1 (bromomethyl cyclohexane). The product is C1(CCCCC1)CN1C(C2(C3=CC=CC=C13)COC=1C2=CC2=C(OCO2)C1)=O (1′-(cyclohexylmethyl)spiro[furo[2,3-f][1,3]benzodioxole-7,3′-indol]-2′(1H)-one). As a reaction SMILES: [NH:1]1[C:9]2[C:4](=[CH:5][CH:6]=[CH:7][CH:8]=2)[C:3]2([C:13]3=[CH:14][C:15]4[O:19][CH2:18][O:17][C:16]=4[CH:20]=[C:12]3[O:11][CH2:10]2)[C:2]1=[O:21].Br[C:23]1[CH:31]=[CH:30][CH:29]=[C:28]2[C:24]=1[C:25]1(C3=CC4OCOC=4C=C3OC1)C(=O)N2.BrCC1CCCCC1.BrCC1OC(C(F)(F)F)=CC=1>>[CH:24]1([CH2:25][N:1]2[C:9]3[C:4](=[CH:5][CH:6]=[CH:7][CH:8]=3)[C:3]3([C:13]4=[CH:14][C:15]5[O:19][CH2:18][O:17][C:16]=5[CH:20]=[C:12]4[O:11][CH2:10]3)[C:2]2=[O:21])[CH2:28][CH2:29][CH2:30][CH2:31][CH2:23]1. Procedure: Following the procedure described in EXAMPLE 10.47, and making non-critical variations using spiro[furo[2,3-f][1,3]benzodioxole-7,3′-indol]-2′(1′H)-one to replace 4′-bromospiro[furo[2,3-f][1,3]benzodioxole-7,3′-indol]-2′(1′H)-one, and bromomethyl cyclohexane to replace 2-(bromomethyl)-5-(trifluoromethyl)furan, the title compound was obtained (74%) as a white solid: mp 153-154° C.; 1H NMR (300 MHz, CDCl3) δ 7.30 (td, 1H), 7.16 (d, 1H), 7.04 (t, 1H), 6.90 (d, 1H), 6.51 (s, 1H), 6.14 (s, 1H), 5.90-... The reactants are OC=1C=C2C(=CN(C2=CC1)C)CCNCCCCCC(=O)NC1=CC=C(C=C1)OC (6-[[2-(5-hydroxy-1-methyl-indol-3-yl)ethyl]amino]-N-(4-methoxyphenyl)-hexanamide), COC=1C=C2C(=CNC2=CC1)CCN(C(CCCCCC(=O)NC1=CC=C(C=C1)OC)C)C (7-[[2-(5-methoxy-1H-indol-3-yl)ethyl]methylamino]-N-(4-methoxyphenyl)-octanamide). Yields the product OC=1C=C2C(=CNC2=CC1)CCCNCCCCCC(=O)NC1=CC=C(C=C1)OC (6-[[3-(5-hydroxy-1H-indol-3-yl)propyl]amino]-N-(4-methoxyphenyl)-hexanamide). As a reaction SMILES: OC1C=C2C(=CC=1)N(C)C=C2C[CH2:13][NH:14][CH2:15][CH2:16][CH2:17][CH2:18][CH2:19][C:20]([NH:22][C:23]1[CH:28]=[CH:27][C:26]([O:29][CH3:30])=[CH:25][CH:24]=1)=[O:21].C[O:32][C:33]1[CH:34]=[C:35]2[C:39](=[CH:40][CH:41]=1)[NH:38][CH:37]=[C:36]2[CH2:42][CH2:43]N(C)C(C)CCCCCC(NC1C=CC(OC)=CC=1)=O>>[OH:32][C:33]1[CH:34]=[C:35]2[C:39](=[CH:40][CH:41]=1)[NH:38][CH:37]=[C:36]2[CH2:42][CH2:43][CH2:13][NH:14][CH2:15][CH2:16][CH2:17][CH2:18][CH2:19][C:20]([NH:22][C:23]1[CH:28]=[CH:27][C:26]([O:29][CH3:30])=[CH:25][CH:24]=1)=[O:21]. Procedure: 6-[[2-(5-hydroxy-1-methyl-indol-3-yl)ethyl]amino]-N-(4-methoxyphenyl)-hexanamide, 7-[[2-(5-methoxy-1H-indol-3-yl)ethyl]methylamino]-N-(4-methoxyphenyl)-octanamide, Procedure details: In a microwave tube were charged with of (S)-tert-butyl (1-(5-amino-3-bromopyridin-2-yl)-2-(3,5-difluorophenyl)ethyl)carbamate (46A, 350 mg, 0.8 mmol), N-(4-chloro-1-methyl-7-(4,4,5,5-tetramethyl-1,3,2-dioxaborolan-2-yl)-1H-indazol-3-yl)methanesulfonamide (410 mg, 1.06 mmol) and PdCl2[P(Cy)3]2 (18 mg, 0.025 mmol). To the mixture was added 16 mL of 1,4-dioxane and 4.9 mL of sodium bicarbonate aqueous solution (1M). The system was purged with argon and then the microwave tube was sealed and the re... Starting materials: C([O-])(O)=O.[Na+] (sodium bicarbonate), NC=1C=C(C(=NC1)[C@H](CC1=CC(=CC(=C1)F)F)NC(OC(C)(C)C)=O)Br ((S)-tert-butyl (1-(5-amino-3-bromopyridin-2-yl)-2-(3,5-difluorophenyl)ethyl)carbamate), ClC1=C2C(=NN(C2=C(C=C1)B1OC(C(O1)(C)C)(C)C)C)NS(=O)(=O)C (N-(4-chloro-1-methyl-7-(4,4,5,5-tetramethyl-1,3,2-dioxaborolan-2-yl)-1H-indazol-3-yl)methanesulfonamide). Reaction conditions: temperature 150 celsius. Solvent: O1CCOCC1 (1,4-dioxane). Reaction SMILES: [NH2:1][C:2]1[CH:3]=[C:4](Br)[C:5]([C@@H:8]([NH:18][C:19](=[O:25])[O:20][C:21]([CH3:24])([CH3:23])[CH3:22])[CH2:9][C:10]2[CH:15]=[C:14]([F:16])[CH:13]=[C:12]([F:17])[CH:11]=2)=[N:6][CH:7]=1.[Cl:27][C:28]1[CH:36]=[CH:35][C:34](B2OC(C)(C)C(C)(C)O2)=[C:33]2[C:29]=1[C:30]([NH:47][S:48]([CH3:51])(=[O:50])=[O:49])=[N:31][N:32]2[CH3:46].C(=O)(O)[O-].[Na+]>C1CCC(P(C2CCCCC2)C2CCCCC2)CC1.C1CCC(P(C2CCCCC2)C2CCCCC2)CC1.Cl[Pd]Cl.O1CCOCC1>[NH2:1][C:2]1[CH:3]=[C:4]([C:34]2[CH:35]=[CH:36][C:28]([Cl:27])=[C:29]3[C:33]=2[N:32]([CH3:46])[N:31]=[C:30]3[NH:47][S:48]([CH3:51])(=[O:49])=[O:50])[C:5]([C@@H:8]([NH:18][C:19](=[O:25])[O:20][C:21]([CH3:24])([CH3:23])[CH3:22])[CH2:9][C:10]2[CH:15]=[C:14]([F:16])[CH:13]=[C:12]([F:17])[CH:11]=2)=[N:6][CH:7]=1 |f:2.3,4.5.6|. The product is NC=1C=C(C(=NC1)[C@H](CC1=CC(=CC(=C1)F)F)NC(OC(C)(C)C)=O)C=1C=CC(=C2C(=NN(C12)C)NS(=O)(=O)C)Cl ((S)-tert-butyl (1-(5-amino-3-(4-chloro-1-methyl-3-(methylsulfonamido)-1H-indazol-7-yl)pyridin-2-yl)-2-(3,5-difluorophenyl)ethyl)carbamate). The reagents and catalysts are C1CCC(CC1)P(C2CCCCC2)C3CCCCC3.C1CCC(CC1)P(C2CCCCC2)C3CCCCC3.Cl[Pd]Cl (PdCl2[P(Cy)3]2). The reactants are ClC1=C(C=NC=C1)S(=O)(=O)N (4-chloropyridine-3-sulfonamide), CN (methylamine). Conditions: time 18 hour. Product: CNC1=C(C=NC=C1)S(=O)(=O)N (4-METHYLAMINOPYRIDINE-3-SULFONAMIDE). Reaction SMILES: Cl[C:2]1[CH:7]=[CH:6][N:5]=[CH:4][C:3]=1[S:8]([NH2:11])(=[O:10])=[O:9].[CH3:12][NH2:13]>>[CH3:12][NH:13][C:2]1[CH:7]=[CH:6][N:5]=[CH:4][C:3]=1[S:8]([NH2:11])(=[O:10])=[O:9]. Reported procedure: 10 g of 4-chloropyridine-3-sulfonamide are dissolved in 100 cm3 of 40% aqueous methylamine solution and the solution is introduced into a sealed tube. The tube is placed at 150° C. for 18 hours. After cooling, the reaction mixture is concentrated under vacuum (rotary evaporator) to a volume of 30 cm3. The crystalline precipitate corresponding to the title compound is collected on a filter, washed with water and dried. The reactants are [Li]CCCC (n-BuLi), C(C=C)N1N=C(C(=C1)Br)C#N (1-allyl-4-bromo-1H-pyrazole-3-carbonitrile), FC(C(=O)C=1C=C2C=NN(C2=CC1)C1=CC=C(C=C1)F)(F)F (2,2,2-trifluoro-1-[1-(4-fluorophenyl)-1H-indazol-5-yl]ethanone). Solvent: CCOCC (ether), C1CCOC1 (THF). Reaction conditions: time 15 minute. The product is C(C=C)N1N=C(C(=C1)C(C(F)(F)F)(O)C=1C=C2C=NN(C2=CC1)C1=CC=C(C=C1)F)C#N (1-Allyl-4-{2,2,2-trifluoro-1-[1-(4-fluorophenyl)-1H-indazol-5-yl]-1-hydroxyethyl}-1H-pyrazole-3-carbonitrile). The yield is 68.9%. RXN SMILES: [CH2:1]([N:4]1[CH:8]=[C:7](Br)[C:6]([C:10]#[N:11])=[N:5]1)[CH:2]=[CH2:3].[Li]CCCC.[F:17][C:18]([F:38])([F:37])[C:19]([C:21]1[CH:22]=[C:23]2[C:27](=[CH:28][CH:29]=1)[N:26]([C:30]1[CH:35]=[CH:34][C:33]([F:36])=[CH:32][CH:31]=1)[N:25]=[CH:24]2)=[O:20]>CCOCC.C1COCC1>[CH2:1]([N:4]1[CH:8]=[C:7]([C:19]([C:21]2[CH:22]=[C:23]3[C:27](=[CH:28][CH:29]=2)[N:26]([C:30]2[CH:35]=[CH:34][C:33]([F:36])=[CH:32][CH:31]=2)[N:25]=[CH:24]3)([OH:20])[C:18]([F:37])([F:17])[F:38])[C:6]([C:10]#[N:11])=[N:5]1)[CH:2]=[CH2:3]. Procedure details: To a chilled (−78° C.) solution of 1-allyl-4-bromo-1H-pyrazole-3-carbonitrile (116.6 mg, 0.550 mmol) in dry ether (2 mL) was added n-BuLi (190 pt, 2.5 M in hexanes, 0.475 mmol). After 2 minutes a chilled (−78° C.) solution of 2,2,2-trifluoro-1-[1-(4-fluorophenyl)-1H-indazol-5-yl]ethanone (154 mg, 0.500 mmol) in THF (2 mL) was added. After 15 minutes, the mixture was warmed to room temperature, quenched with 10 mL of saturated aqueous sodium bicarbonate and extracted with three 10 mL portions of ... Reactants: Cc1c(Br)cccc1C(F)(F)F, O=C([O-])[O-], Cc1cnc(Cl)nc1N, [Cs+], [Cs+], C1COCCO1, O=C(C=Cc1ccccc1)C=Cc1ccccc1, O=C(C=Cc1ccccc1)C=Cc1ccccc1, O=C(C=Cc1ccccc1)C=Cc1ccccc1, [Pd], [Pd]. Yields the product Cc1cnc(Cl)nc1Nc1cccc(C(F)(F)F)c1C. RXN SMILES: [Br:10][c:11]1[c:12]([CH3:21])[c:13]([C:17]([F:18])([F:19])[F:20])[cH:14][cH:15][cH:16]1.[C:22](=[O:23])([O-:24])[O-:25].[Cl:1][c:2]1[n:3][cH:4][c:5]([CH3:9])[c:6]([NH2:8])[n:7]1.[Cs+:26].[Cs+:27].[O:28]1[CH2:29][CH2:30][O:31][CH2:32][CH2:33]1.[O:36]=[C:37]([CH:38]=[CH:39][c:40]1[cH:41][cH:42][cH:43][cH:44][cH:45]1)[CH:46]=[CH:47][c:48]1[cH:49][cH:50][cH:51][cH:52][cH:53]1.[O:54]=[C:55]([CH:56]=[CH:57][c:58]1[cH:59][cH:60][cH:61][cH:62][cH:63]1)[CH:64]=[CH:65][c:66]1[cH:67][cH:68][cH:69][cH:70][cH:71]1.[O:72]=[C:73]([CH:74]=[CH:75][c:76]1[cH:77][cH:78][cH:79][cH:80][cH:81]1)[CH:82]=[CH:83][c:84]1[cH:85][cH:86][cH:87][cH:88][cH:89]1.[Pd:34].[Pd:35]>>[Cl:1][c:2]1[n:3][cH:4][c:5]([CH3:9])[c:6]([NH:8][c:11]2[c:12]([CH3:21])[c:13]([C:17]([F:18])([F:19])[F:20])[cH:14][cH:15][cH:16]2)[n:7]1. The reactants are CC=1SC=C(N1)C1=CC=C(C=C1)O (4-(2-methyl-4-thiazolyl)phenol), BrCCCCCCCC1=CC(=NO1)C (5-(7-bromoheptyl)-3-methylisoxazole). Product: CC1=NOC(=C1)CCCCCCCOC1=CC=C(C=C1)C=1N=C(SC1)C (3-Methyl-5-{7-[4-(2-methyl-4-thiazolyl)phenoxy]heptyl}-isoxazole). Reaction SMILES: [CH3:1][C:2]1[S:3][CH:4]=[C:5]([C:7]2[CH:12]=[CH:11][C:10]([OH:13])=[CH:9][CH:8]=2)[N:6]=1.Br[CH2:15][CH2:16][CH2:17][CH2:18][CH2:19][CH2:20][CH2:21][C:22]1[O:26][N:25]=[C:24]([CH3:27])[CH:23]=1>>[CH3:27][C:24]1[CH:23]=[C:22]([CH2:21][CH2:20][CH2:19][CH2:18][CH2:17][CH2:16][CH2:15][O:13][C:10]2[CH:11]=[CH:12][C:7]([C:5]3[N:6]=[C:2]([CH3:1])[S:3][CH:4]=3)=[CH:8][CH:9]=2)[O:26][N:25]=1. Procedure: 3-Methyl-5-{7-[4-(2-methyl-4-thiazolyl)phenoxy]heptyl}-isoxazole [I; Z=N, Het=4-(2-methyl-4-thiazolyl), R1 and R2 =H, Y=(CH2)7 ] was prepared from 7.3 g of 4-(2-methyl-4-thiazolyl)phenol and 5-(7-bromoheptyl)-3-methylisoxazole according to the procedure of Example 4: yield 10.6 g, m.p. 100-101° C.